Dataset: the Open Reaction Database (ORD), a public repository of structured organic reaction records. Task: describe an organic reaction: reactants, conditions, products, and yield RXN SMILES: [CH3:14][CH2:15][OH:16].[Na+:8].[Na+:9].[O-:10][C:11](=[O:12])[O-:13].[O:1]=[C:2]1[O:3][C:4](=[O:5])[CH:6]=[CH:7]1>>[Na+:8].[O:1]=[C:2]([CH:7]=[CH:6][C:4]([O-:3])=[O:5])[O:16][CH2:15][CH3:14]. The reactants are CCO, [Na+], [Na+], O=C([O-])[O-], O=C1C=CC(=O)O1. Product: [Na+], CCOC(=O)C=CC(=O)[O-]. The reactants are FC=1C=C(C=CC1F)C1N(CCC(C1)=O)C(=O)OCC1=CC=CC=C1 (benzyl 2-(3,4-difluorophenyl)-4-oxopiperidine-1-carboxylate), C([O-])([O-])=O.[Cs+].[Cs+] (cesium carbonate), C([O-])([O-])=O.[K+].[K+] (potassium carbonate), C[Si](C(F)(F)F)(C)C (trimethyl(trifluoromethyl)silane). Run in CN(C=O)C (dimethylformamide), C(C)(=O)OCC (ethyl acetate), CO (methanol). Conditions: time 12 hour. Yields the product FC=1C=C(C=CC1F)C1N(CCC(C1)(C(F)(F)F)O)C(=O)OCC1=CC=CC=C1 (benzyl 2-(3,4-difluorophenyl)-4-hydroxy-4-(trifluoromethyl)piperidine-1-carboxylate). The yield is 96.3%. RXN SMILES: [F:1][C:2]1[CH:3]=[C:4]([CH:9]2[CH2:14][C:13](=[O:15])[CH2:12][CH2:11][N:10]2[C:16]([O:18][CH2:19][C:20]2[CH:25]=[CH:24][CH:23]=[CH:22][CH:21]=2)=[O:17])[CH:5]=[CH:6][C:7]=1[F:8].C(=O)([O-])[O-].[Cs+].[Cs+].C[Si](C)(C)[C:34]([F:37])([F:36])[F:35].C(=O)([O-])[O-].[K+].[K+]>CN(C)C=O.CO.C(OCC)(=O)C>[F:1][C:2]1[CH:3]=[C:4]([CH:9]2[CH2:14][C:13]([OH:15])([C:34]([F:37])([F:36])[F:35])[CH2:12][CH2:11][N:10]2[C:16]([O:18][CH2:19][C:20]2[CH:21]=[CH:22][CH:23]=[CH:24][CH:25]=2)=[O:17])[CH:5]=[CH:6][C:7]=1[F:8] |f:1.2.3,5.6.7|. Reported procedure: To a solution of benzyl 2-(3,4-difluorophenyl)-4-oxopiperidine-1-carboxylate (0.21 g, 0.60 mmol) (reagent preparation 20, step 2) in dimethylformamide (4.0 mL) at 0° C. was added cesium carbonate (0.30 g, 0.90 mmol), followed by the addition of trimethyl(trifluoromethyl)silane (0.35 mL, 2.40 mmol). The reaction mixture was stirred at room temperature for 12 hours then partitioned between ethyl acetate and water. The organic layer was separated, washed with brine, dried over anhydrous magnesium s... The reactants are C(C)(C)(C)OC(NCC1=C(C(=C(C=C1)Cl)NC1=NC=2C(=NC(=C(C2)C(N[C@@H]2CC[C@H](CC2)C(F)(F)F)=O)OCC(F)F)N1)Cl)=O (N-{2,4-dichloro-3-[6-(trans-4-trifluoromethyl-cyclohexylcarbamoyl)-5-(2,2-difluoro-ethoxy)-3H-imidazo[4,5-b]pyridin-2-ylamino]benzyl}-carbamic acid tert-butyl ester), Cl (HCl). Solvent: O1CCOCC1 (dioxane), CO (MeOH). Run at time 15 minute. Product: ClC1=C(CN)C=CC(=C1NC1=NC=2C(=NC(=C(C2)C(N[C@@H]2CC[C@H](CC2)C(F)(F)F)=O)OCC(F)F)N1)Cl (2,4-Dichloro-3-[6-(trans-4-trifluoromethyl-cyclohexylcarbamoyl)-5-(2,2-difluoro-ethoxy)-3H-imidazo[4,5-b]pyridin-2-ylamino]benzylamine). Isolated yield 88.8%. Reaction SMILES: C(OC(=O)[NH:7][CH2:8][C:9]1[CH:14]=[CH:13][C:12]([Cl:15])=[C:11]([NH:16][C:17]2[NH:43][C:20]3=[N:21][C:22]([O:38][CH2:39][CH:40]([F:42])[F:41])=[C:23]([C:25](=[O:37])[NH:26][C@H:27]4[CH2:32][CH2:31][C@H:30]([C:33]([F:36])([F:35])[F:34])[CH2:29][CH2:28]4)[CH:24]=[C:19]3[N:18]=2)[C:10]=1[Cl:44])(C)(C)C.Cl>O1CCOCC1.CO>[Cl:44][C:10]1[C:11]([NH:16][C:17]2[NH:43][C:20]3=[N:21][C:22]([O:38][CH2:39][CH:40]([F:41])[F:42])=[C:23]([C:25](=[O:37])[NH:26][C@H:27]4[CH2:32][CH2:31][C@H:30]([C:33]([F:36])([F:34])[F:35])[CH2:29][CH2:28]4)[CH:24]=[C:19]3[N:18]=2)=[C:12]([Cl:15])[CH:13]=[CH:14][C:9]=1[CH2:8][NH2:7]. Procedure details: A mixture of N-{2,4-dichloro-3-[6-(trans-4-trifluoromethyl-cyclohexylcarbamoyl)-5-(2,2-difluoro-ethoxy)-3H-imidazo[4,5-b]pyridin-2-ylamino]benzyl}-carbamic acid tert-butyl ester (6.3 g, 9.3 mmol), 4 M HCl in dioxane (60 ml) and MeOH (5 ml) is stirred for 15 min. The mixture is concentrated, diluted with water and basified with conc. NH3. The precipitate is collected by filtration, washed with water, dried and purified via prep HPLC. The product fractions are concentrated, basified with conc. NH3... Reactants: COC1=C(N(C2=C1C(N(C=1C=CC=CC21)CC(C2=CC=CC=C2)=O)=O)C)C(=O)NC2CCNCC2 (3-methoxy-1-methyl-4-oxo-5-(2-oxo-2-phenylethyl)-N-piperidin-4-yl-4,5-dihydro-1H-pyrrolo[3,2-c]quinoline-2-carboxamide), FC1=CC=C(C#N)C=C1 (4-fluorobenzonitrile), C([O-])([O-])=O.[K+].[K+] (potassium carbonate). The solvent is CN1C(CCC1)=O (N-methylpyrrolidone), O (water). Product: C(#N)C1=CC=C(C=C1)N1CCC(CC1)NC(=O)C1=C(C=2C(N(C=3C=CC=CC3C2N1C)CC(C1=CC=CC=C1)=O)=O)OC (N-[1-(4-cyanophenyl)piperidin-4-yl]-3-methoxy-1-methyl-4-oxo-5-(2-oxo-2-phenylethyl)-4,5-dihydro-1H-pyrrolo[3,2-c]quinoline-2-carboxamide). Yield: 19.9%. Reaction SMILES: [CH3:1][O:2][C:3]1[C:7]2[C:8](=[O:25])[N:9]([CH2:16][C:17](=[O:24])[C:18]3[CH:23]=[CH:22][CH:21]=[CH:20][CH:19]=3)[C:10]3[CH:11]=[CH:12][CH:13]=[CH:14][C:15]=3[C:6]=2[N:5]([CH3:26])[C:4]=1[C:27]([NH:29][CH:30]1[CH2:35][CH2:34][NH:33][CH2:32][CH2:31]1)=[O:28].F[C:37]1[CH:44]=[CH:43][C:40]([C:41]#[N:42])=[CH:39][CH:38]=1.C(=O)([O-])[O-].[K+].[K+]>CN1CCCC1=O.O>[C:41]([C:40]1[CH:43]=[CH:44][C:37]([N:33]2[CH2:32][CH2:31][CH:30]([NH:29][C:27]([C:4]3[N:5]([CH3:26])[C:6]4[C:15]5[CH:14]=[CH:13][CH:12]=[CH:11][C:10]=5[N:9]([CH2:16][C:17](=[O:24])[C:18]5[CH:23]=[CH:22][CH:21]=[CH:20][CH:19]=5)[C:8](=[O:25])[C:7]=4[C:3]=3[O:2][CH3:1])=[O:28])[CH2:35][CH2:34]2)=[CH:38][CH:39]=1)#[N:42] |f:2.3.4|. Procedure details: A solution of the compound of Example 77 (300 mg, 0.64 mmol), 4-fluorobenzonitrile (115 mg, 0.95 mmol) and potassium carbonate (176 mg, 1.3 mmol) in N-methylpyrrolidone (3.0 mL) was stirred at 120° C. for 16.5 hr. The reaction mixture was diluted with water, and extracted twice with ethyl acetate. The extract was washed with brine, dried over magnesium sulfate, and concentrated under reduced pressure. The residue was purified by aminosilica gel chromatography (eluate; ethyl acetate/hexane=30/70-... Starting materials: [N+](=O)([O-])C=1C(=NC=CC1)NC1CCN(CC1)C(=O)OC(C)(C)C (tert-butyl 4-((3-nitropyridin-2-yl)amino)piperidine-1-carboxylate), Cl (hydrogen chloride). Run at time 3 hour. The product is Cl.[N+](=O)([O-])C=1C(=NC=CC1)NC1CCNCC1 (3-nitro-N-(piperidin-4-yl)pyridin-2-amine hydrochloride). Yield: 88.0%. As a reaction SMILES: [N+:1]([C:4]1[C:5]([NH:10][CH:11]2[CH2:16][CH2:15][N:14](C(OC(C)(C)C)=O)[CH2:13][CH2:12]2)=[N:6][CH:7]=[CH:8][CH:9]=1)([O-:3])=[O:2].[ClH:24]>>[ClH:24].[N+:1]([C:4]1[C:5]([NH:10][CH:11]2[CH2:16][CH2:15][NH:14][CH2:13][CH2:12]2)=[N:6][CH:7]=[CH:8][CH:9]=1)([O-:3])=[O:2] |f:2.3|. Reported procedure: A mixture of tert-butyl 4-((3-nitropyridin-2-yl)amino)piperidine-1-carboxylate (8.5 g, 26.4 mmol) in hydrogen chloride (4 M solution in methanol, 50 mL) was stirred at room temperature for 3 hours. It was concentrated under reduced pressure to give crude 3-nitro-N-(piperidin-4-yl)pyridin-2-amine hydrochloride (6 g, 23.2 mmol, 88% yield) which was used without further purification. The reactants are COC(=O)Cc1ccccc1CBr, C1COCCOCCOCCOCCO1, Cc1ccccc1, [I-], [Na+], [Na+], CN(C)C=O, [OH-], O, Oc1cccc(Cl)n1. Product: COC(=O)Cc1ccccc1COc1cccc(Cl)n1. RXN SMILES: [Br:26][CH2:27][c:28]1[c:29]([CH2:34][C:35](=[O:36])[O:37][CH3:38])[cH:30][cH:31][cH:32][cH:33]1.[CH2:11]1[O:12][CH2:13][CH2:14][O:15][CH2:16][CH2:17][O:18][CH2:19][CH2:20][O:21][CH2:22][CH2:23][O:24][CH2:25]1.[CH3:41][c:42]1[cH:43][cH:44][cH:45][cH:46][cH:47]1.[I-:40].[Na+:10].[Na+:39].[O:48]=[CH:49][N:50]([CH3:51])[CH3:52].[OH-:9].[OH2:53].[OH:1][c:2]1[n:3][c:4]([Cl:8])[cH:5][cH:6][cH:7]1>>[O:1]([c:2]1[n:3][c:4]([Cl:8])[cH:5][cH:6][cH:7]1)[CH2:27][c:28]1[c:29]([CH2:34][C:35](=[O:36])[O:37][CH3:38])[cH:30][cH:31][cH:32][cH:33]1. The reactants are Brc1ccncc1, CC(=O)[O-], CC(=O)[O-], CC(C)(C)[O-], Cc1ccccc1, CCOC(=O)N1CCC(N)CC1, [Na+], [Pd+2], c1ccc(P(c2ccccc2)c2ccc3ccccc3c2-c2c(P(c3ccccc3)c3ccccc3)ccc3ccccc23)cc1. The product is CCOC(=O)N1CCC(Nc2ccncc2)CC1. Reaction SMILES: [Br:13][c:14]1[cH:15][cH:16][n:17][cH:18][cH:19]1.[C:79]([O-:80])(=[O:81])[CH3:82].[C:84]([O-:85])(=[O:86])[CH3:87].[CH3:20][C:21]([CH3:22])([O-:23])[CH3:24].[CH3:72][c:73]1[cH:74][cH:75][cH:76][cH:77][cH:78]1.[NH2:1][CH:2]1[CH2:3][CH2:4][N:5]([C:8](=[O:9])[O:10][CH2:11][CH3:12])[CH2:6][CH2:7]1.[Na+:25].[Pd+2:83].[c:26]1([P:27]([c:28]2[cH:29][cH:30][cH:31][cH:32][cH:33]2)[c:34]2[cH:35][cH:36][c:37]3[c:38]([cH:39][cH:40][cH:41][cH:42]3)[c:43]2-[c:44]2[c:45]3[c:46]([cH:47][cH:48][cH:49][cH:50]3)[cH:51][cH:52][c:53]2[P:54]([c:55]2[cH:56][cH:57][cH:58][cH:59][cH:60]2)[c:61]2[cH:62][cH:63][cH:64][cH:65][cH:66]2)[cH:67][cH:68][cH:69][cH:70][cH:71]1>>[NH:1]([CH:2]1[CH2:3][CH2:4][N:5]([C:8](=[O:9])[O:10][CH2:11][CH3:12])[CH2:6][CH2:7]1)[c:14]1[cH:15][cH:16][n:17][cH:18][cH:19]1.